Dataset: the Open Reaction Database (ORD), a public repository of structured organic reaction records. Task: describe an organic reaction: reactants, conditions, products, and yield Reactants: [BH3-]C#N, C1CCNCC1, COc1cccc(C2=C(CC(C)=O)C(=O)N(C)CCC2)c1, CO, Cl, [Na+]. Yields the product COc1cccc(C2=C(CC(C)N3CCCCC3)C(=O)N(C)CCC2)c1. RXN SMILES: [C:28]([BH3-:29])#[N:30].[CH2:22]1[CH2:23][CH2:24][NH:25][CH2:26][CH2:27]1.[CH3:1][N:2]1[C:3](=[O:21])[C:4]([CH2:17][C:18](=[O:19])[CH3:20])=[C:5]([c:9]2[cH:10][c:11]([O:15][CH3:16])[cH:12][cH:13][cH:14]2)[CH2:6][CH2:7][CH2:8]1.[CH3:33][OH:34].[ClH:32].[Na+:31]>>[CH3:1][N:2]1[C:3](=[O:21])[C:4]([CH2:17][CH:18]([CH3:20])[N:25]2[CH2:24][CH2:23][CH2:22][CH2:27][CH2:26]2)=[C:5]([c:9]2[cH:10][c:11]([O:15][CH3:16])[cH:12][cH:13][cH:14]2)[CH2:6][CH2:7][CH2:8]1. Reactants: NC1=CC(=NC=C1)C (4-amino-2-picoline), C(C1=CC=CC=C1)(=O)C(=O)Cl (benzoylformic acid chloride). Reported procedure: In analogy to the procedure described for the synthesis example 41 (step 1), the title compound N-(2-methyl-pyridin-4-yl)-2-oxo-2-phenyl-acetamide (MS m/e: 241.2 [M+H]+) was prepared from 4-amino-2-picoline and benzoylformic acid chloride. Reaction SMILES: [NH2:1][C:2]1[CH:7]=[CH:6][N:5]=[C:4]([CH3:8])[CH:3]=1.[C:9]([C:17](Cl)=[O:18])(=[O:16])[C:10]1[CH:15]=[CH:14][CH:13]=[CH:12][CH:11]=1>>[CH3:8][C:4]1[CH:3]=[C:2]([NH:1][C:17](=[O:18])[C:9](=[O:16])[C:10]2[CH:15]=[CH:14][CH:13]=[CH:12][CH:11]=2)[CH:7]=[CH:6][N:5]=1. The product is CC1=NC=CC(=C1)NC(C(C1=CC=CC=C1)=O)=O (N-(2-methyl-pyridin-4-yl)-2-oxo-2-phenyl-acetamide). The reactants are ClC=1C=C(C(=NC1)NC=1C=NC(=CC1)OC)C1=C2N=CN(C2=NC(=N1)C)C1OCCCC1 (5-chloro-N-(6-methoxypyridin-3-yl)-3-(2-methyl-9-(tetrahydro-2H-pyran-2-yl)-9H-purin-6-yl)pyridin-2-amine), COC=1C=C(N)C=CC1 (3-methoxyaniline), CC(C)([O-])C.[Na+] (sodium tert-butoxide), C(C)(C)(C)P(C1=C(C=CC=C1)C1=C(C=C(C=C1C(C)C)C(C)C)C(C)C)C(C)(C)C (2-di-t-butylphosphino-2′,4′,6′-tri-isopropyl-1,1′-biphenyl), Cl (HCl). Reagents/catalysts: C=1C=CC(=CC1)/C=C/C(=O)/C=C/C2=CC=CC=C2.C=1C=CC(=CC1)/C=C/C(=O)/C=C/C2=CC=CC=C2.C=1C=CC(=CC1)/C=C/C(=O)/C=C/C2=CC=CC=C2.[Pd].[Pd] (Pd2(dba)3). Run in C1CCOC1 (THF), C(=O)(O)[O-].[Na+] (NaHCO3), C1CCOC1 (THF), CO (MeOH). Reaction conditions: temperature 100 celsius, time 8 hour. The product is COC=1C=C(C=CC1)NC=1C=C(C(=NC1)NC=1C=NC(=CC1)OC)C1=C2N=CNC2=NC(=N1)C (N5-(3-methoxyphenyl)-N2-(6-methoxypyridin-3-yl)-3-(2-methyl-9H-purin-6-yl)pyridine-2,5-diamine). Yield: 17.3%. As a reaction SMILES: Cl[C:2]1[CH:3]=[C:4]([C:17]2[N:25]=[C:24]([CH3:26])[N:23]=[C:22]3[C:18]=2[N:19]=[CH:20][N:21]3C2CCCCO2)[C:5]([NH:8][C:9]2[CH:10]=[N:11][C:12]([O:15][CH3:16])=[CH:13][CH:14]=2)=[N:6][CH:7]=1.[CH3:33][O:34][C:35]1[CH:36]=[C:37]([CH:39]=[CH:40][CH:41]=1)[NH2:38].CC(C)([O-])C.[Na+].C(P(C(C)(C)C)C1C=CC=CC=1C1C(C(C)C)=CC(C(C)C)=CC=1C(C)C)(C)(C)C.Cl>C1COCC1.C([O-])(O)=O.[Na+].CO.C1C=CC(/C=C/C(/C=C/C2C=CC=CC=2)=O)=CC=1.C1C=CC(/C=C/C(/C=C/C2C=CC=CC=2)=O)=CC=1.C1C=CC(/C=C/C(/C=C/C2C=CC=CC=2)=O)=CC=1.[Pd].[Pd]>[CH3:33][O:34][C:35]1[CH:36]=[C:37]([NH:38][C:2]2[CH:3]=[C:4]([C:17]3[N:25]=[C:24]([CH3:26])[N:23]=[C:22]4[C:18]=3[N:19]=[CH:20][NH:21]4)[C:5]([NH:8][C:9]3[CH:10]=[N:11][C:12]([O:15][CH3:16])=[CH:13][CH:14]=3)=[N:6][CH:7]=2)[CH:39]=[CH:40][CH:41]=1 |f:2.3,7.8,10.11.12.13.14|. Procedure details: A solution of 5-chloro-N-(6-methoxypyridin-3-yl)-3-(2-methyl-9-(tetrahydro-2H-pyran-2-yl)-9H-purin-6-yl)pyridin-2-amine (0.230 g, 0.509 mmol) and 3-methoxyaniline (0.142 mL, 1.272 mmol) (Aldrich, St. Louis, Mo.) in THF (10 mL) was treated with sodium tert-butoxide (0.147 g, 1.527 mmol) and 2-di-t-butylphosphino-2′,4′,6′-tri-isopropyl-1,1′-biphenyl (0.040 g). The mixture was deoxygenated and treated with Pd2(dba)3 (0.030 g, 0.033 mmol) under N2. The flask was fitted with a reflux condenser, then ...